This data is from the Open Reaction Database (ORD), a public repository of structured organic reaction records. The task is: describe an organic reaction: reactants, conditions, products, and yield Starting materials: CC(C)OC1=CC=C(C=C1)C(C)=O (1-[4-(1-Methylethoxy)phenyl]ethanone), C(C)O (ethanol), [C-]#N.[Na+] (sodium cyanide), C([O-])([O-])=O.[NH4+].[NH4+] (ammonium carbonate). Solvent: O (water). Run at temperature 70 celsius, time 13 hour. Yields the product CC1(C(NC(N1)=O)=O)C1=CC=C(C=C1)OC(C)C (5-methyl-5-(4-(1-methylethoxy)phenyl)imidazolidine-2,4-dione). The yield is 72.0%. RXN SMILES: [CH3:1][CH:2]([O:4][C:5]1[CH:10]=[CH:9][C:8]([C:11](=O)[CH3:12])=[CH:7][CH:6]=1)[CH3:3].[C-:14]#[N:15].[Na+].[C:17](=O)([O-])[O-:18].[NH4+:21].[NH4+].C([OH:25])C>O>[CH3:12][C:11]1([C:8]2[CH:9]=[CH:10][C:5]([O:4][CH:2]([CH3:3])[CH3:1])=[CH:6][CH:7]=2)[NH:21][C:17](=[O:18])[NH:15][C:14]1=[O:25] |f:1.2,3.4.5|. Procedure: 1-[4-(1-Methylethoxy)phenyl]ethanone (35.2 g, 196 mmol) was dissolved in ethanol (200 mL) and water (200 mL), added sodium cyanide (14.4 g, 294 mmol) and ammonium carbonate (226 g, 9.41 mol), and the mixture was stirred at 70° C. for 13 hours. The reaction solution was filtered, washed with water and hexane/ethyl acetate, and dried. The title compound (35.1 g (yield 72%)) was obtained as a white crystal.